Dataset: the Open Reaction Database (ORD), a public repository of structured organic reaction records. Task: describe an organic reaction: reactants, conditions, products, and yield Starting materials: C1(=CC=CC=C1)N1CCNCC1 (1-phenylpiperazine), ClCCC(COC1=CC=CC=C1)O (4-chloro-1-phenoxy-2-butanol), C([O-])([O-])=O.[Na+].[Na+] (sodium carbonate). Solvent: C(CCC)O (1-butanol). Product: O(C1=CC=CC=C1)CC(CCN1CCN(CC1)C1=CC=CC=C1)O (1-Phenoxy-4-(4-phenyl-1-piperazinyl)-2-butanol). RXN SMILES: [C:1]1([N:7]2[CH2:12][CH2:11][NH:10][CH2:9][CH2:8]2)[CH:6]=[CH:5][CH:4]=[CH:3][CH:2]=1.Cl[CH2:14][CH2:15][CH:16]([OH:25])[CH2:17][O:18][C:19]1[CH:24]=[CH:23][CH:22]=[CH:21][CH:20]=1.C(=O)([O-])[O-].[Na+].[Na+]>C(O)CCC>[O:18]([CH2:17][CH:16]([OH:25])[CH2:15][CH2:14][N:10]1[CH2:11][CH2:12][N:7]([C:1]2[CH:6]=[CH:5][CH:4]=[CH:3][CH:2]=2)[CH2:8][CH2:9]1)[C:19]1[CH:24]=[CH:23][CH:22]=[CH:21][CH:20]=1 |f:2.3.4|. Procedure details: A mixture of 6.5 g (0.04 mole) of 1-phenylpiperazine, 8.4 g (0.042 mole) of 4-chloro-1-phenoxy-2-butanol and 15.9 g (0.15 mole) of anhydrous sodium carbonate in 200 ml of 1-butanol was heated at reflux 20 hr. The mixture was concentrated under reduced pressure and the residue was partitioned between water and benzene. The benzene layer was washed with water and aqueous saturated sodium chloride solution, dried over sodium sulfate and concentrated under reduced pressure to give the title product ... The reactants are CC(Oc1ccc(CNC(=O)c2cccnc2Oc2ccc3nonc3c2)c(F)c1)C(=O)OC(C)(C)C, O=CO. The product is CC(Oc1ccc(CNC(=O)c2cccnc2Oc2ccc3nonc3c2)c(F)c1)C(=O)O. RXN SMILES: [C:1]([CH3:2])([CH3:3])([CH3:4])[O:5][C:6]([CH:7]([CH3:8])[O:9][c:10]1[cH:11][c:12]([F:36])[c:13]([CH2:16][NH:17][C:18](=[O:19])[c:20]2[c:21]([O:26][c:27]3[cH:28][c:29]4[c:30]([n:31][o:32][n:33]4)[cH:34][cH:35]3)[n:22][cH:23][cH:24][cH:25]2)[cH:14][cH:15]1)=[O:37].[CH:38]([OH:39])=[O:40]>>[O:5]=[C:6]([CH:7]([CH3:8])[O:9][c:10]1[cH:11][c:12]([F:36])[c:13]([CH2:16][NH:17][C:18](=[O:19])[c:20]2[c:21]([O:26][c:27]3[cH:28][c:29]4[c:30]([n:31][o:32][n:33]4)[cH:34][cH:35]3)[n:22][cH:23][cH:24][cH:25]2)[cH:14][cH:15]1)[OH:37]. The reactants are OCC=1OC2=C(C1)C=CC=C2OC (2-hydroxymethyl-7-methoxybenzofuran), C(#N)[BH3-].[Na+] (sodium cyanoborohydride), C(Cl)(Cl)Cl (Chloroform), O (water). Reagents/catalysts: [I-].[Zn+2].[I-] (zinc iodide). Solvent: ClC(C)Cl (dichloroethane). Reaction conditions: time 2 hour. The product is COC1=CC=CC=2C=C(OC21)C (7-methoxy-2-methylbenzofuran). The yield is 34.8%. As a reaction SMILES: O[CH2:2][C:3]1[O:4][C:5]2[C:11]([O:12][CH3:13])=[CH:10][CH:9]=[CH:8][C:6]=2[CH:7]=1.C([BH3-])#N.[Na+].C(Cl)(Cl)Cl.O>ClC(Cl)C.[I-].[Zn+2].[I-]>[CH3:13][O:12][C:11]1[C:5]2[O:4][C:3]([CH3:2])=[CH:7][C:6]=2[CH:8]=[CH:9][CH:10]=1 |f:1.2,6.7.8|. Reported procedure: A mixture of 2-hydroxymethyl-7-methoxybenzofuran (300 mg), sodium cyanoborohydride (796 mg) and zinc iodide (809 mg) in dichloroethane (10 ml) was stirred for 2 hours at ambient temperature and then refluxed overnight. Chloroform and water were added to the reaction mixture, and the separated organic layer was washed with brine, dried over magnesium sulfate and evaporated in vacuo. The residue was purified by flash chromatography (n-hexane:ethyl acetate=15:1, v/v) to give 7-methoxy-2-methylbenzo... The reactants are COC=1C(=CC2=C(C(=NO2)C2CCNCC2)C1)OC (5,6-dimethoxy-3-(4-piperidyl)-1,2-benzisoxazole), CC=1NC2=CC=CC=C2C1CCCS(=O)(=O)C1=CC=CC=C1 (2-methyl-3-(phenylsulfonylpropyl)indole), CN(C=O)C (dimethylformamide), C([O-])([O-])=O.[K+].[K+] (potassium carbonate). Solvent: O (water). Yields the product COC=1C(=CC2=C(C(=NO2)C2CCN(CC2)C2=C(NC3=CC=CC=C23)C)C1)OC (3-(4-[5,6-Dimethoxy-1,2-benzisoxazol-3-yl]piperidyl}-2-methyl indole). Isolated yield 26.8%. Reaction SMILES: [CH3:1][O:2][C:3]1[C:4]([O:18][CH3:19])=[CH:5][C:6]2[O:10][N:9]=[C:8]([CH:11]3[CH2:16][CH2:15][NH:14][CH2:13][CH2:12]3)[C:7]=2[CH:17]=1.[CH3:20][C:21]1[NH:22][C:23]2[C:28]([C:29]=1CCCS(C1C=CC=CC=1)(=O)=O)=[CH:27][CH:26]=[CH:25][CH:24]=2.CN(C)C=O.C(=O)([O-])[O-].[K+].[K+]>O>[CH3:1][O:2][C:3]1[C:4]([O:18][CH3:19])=[CH:5][C:6]2[O:10][N:9]=[C:8]([CH:11]3[CH2:12][CH2:13][N:14]([C:29]4[C:28]5[C:23](=[CH:24][CH:25]=[CH:26][CH:27]=5)[NH:22][C:21]=4[CH3:20])[CH2:15][CH2:16]3)[C:7]=2[CH:17]=1 |f:3.4.5|. Procedure details: A stirred mixture of 5.0 g of 5,6-dimethoxy-3-(4-piperidyl)-1,2-benzisoxazole, 6.78 g of 2-methyl-3-(phenylsulfonylpropyl)indole, 120 ml of dimethylformamide and 15.0 g of anhydrous potassium carbonate was heated to 90° for 6 hrs and overnight at ambient temperature. The mixture was poured into water (300 ml) and extracted with ethyl acetate. The extract was dried over anhydrous magnesium sulfate and the solvent was removed in vacuo to yield a solid. The solid was purified by passing it through ...